From a dataset of the Open Reaction Database (ORD), a public repository of structured organic reaction records. describe an organic reaction: reactants, conditions, products, and yield Run in CCO (EtOH). Yields the product FC1=CC=C(C(=O)N2CCN(CC2)CC(=O)NN)C=C1 (2-(4-(4-fluorobenzoyl)piperazin-1-yl)acetohydrazide). As a reaction SMILES: [F:1][C:2]1[CH:21]=[CH:20][C:5]([C:6]([N:8]2[CH2:13][CH2:12][N:11]([CH2:14][C:15](OCC)=[O:16])[CH2:10][CH2:9]2)=[O:7])=[CH:4][CH:3]=1.[NH2:22][NH2:23]>CCO>[F:1][C:2]1[CH:21]=[CH:20][C:5]([C:6]([N:8]2[CH2:13][CH2:12][N:11]([CH2:14][C:15]([NH:22][NH2:23])=[O:16])[CH2:10][CH2:9]2)=[O:7])=[CH:4][CH:3]=1. Reported procedure: Synthesized according to General Procedure C: 51g (3.73 g, 12.7 mmol, 1.0 equiv.), anhydrous hydrazine (1.6 mL, 50.8 mmol, 4.0 equiv.), EtOH (25 mL, 0.5 M). 46g (2.28 g, 64.1%) was obtained as a white solid after extraction without further purification. 1H-NMR (500 MHz, CDCl3) δ 1H-NMR (500 MHz, CDCl3) δ 8.09 (br s, 1H), 7.37-7.33 (m, 2H), 7.06-7.02 (m, 2H), 3.85 (br s, 2H), 3.70 (br s, 2H), 3.42 (br s, 2H), 3.06 (s, 2H), 2.48 (br s, 4H). 13C-NMR (125 MHz, CDCl3) δ 169.8, 169.5, 163.5 (d, JC-F=2... The reactants are FC1=CC=C(C(=O)N2CCN(CC2)CC(=O)OCC)C=C1 (Ethyl 2-(4-(4-fluorobenzoyl)piperazin-1-yl)acetate), NN (hydrazine). Yield: 64.0%. The reactants are CN1C=CC2=CC=CC=C12 (N-methylindole), C(C(=O)Cl)(=O)Cl (oxalyl chloride). Solvent: C(C)OCC (diethylether). Product: CN1C=C(C2=CC=CC=C12)C(C(=O)Cl)=O (2-(1-methyl-1H-indol-3-yl)-2-oxoacetyl chloride). Isolated yield 72.2%. As a reaction SMILES: [CH3:1][N:2]1[C:10]2[C:5](=[CH:6][CH:7]=[CH:8][CH:9]=2)[CH:4]=[CH:3]1.[C:11](Cl)(=[O:15])[C:12]([Cl:14])=[O:13]>C(OCC)C>[CH3:1][N:2]1[C:10]2[C:5](=[CH:6][CH:7]=[CH:8][CH:9]=2)[C:4]([C:11](=[O:15])[C:12]([Cl:14])=[O:13])=[CH:3]1. Procedure details: To a 100 ml volume three-necked flask, N-methylindole (5.0 g) and diethylether (35 ml) were added under a nitrogen atmosphere, and added oxalyl chloride (9.7 g) at less than 5° C. The mixture was stirred under ice-cooling for 3 hours, and the precipitated solids were collected by suction filtration, washed with cold diethylether, and dried under reduced pressure to give 6.1 g of 2-(1-methyl-1H-indol-3-yl)-2-oxoacetyl chloride (26-a). Starting materials: C=1C=CC(=CC1)C(C=2C=CC=CC2)[S+](CC(=O)N)[O-] (modafinil), C(C1=CC=CC=C1)(C1=CC=CC=C1)SC(=O)O (benzhydrylsulfanyl carboxylic acid). Yields the product C(C1=CC=CC=C1)(C1=CC=CC=C1)[S@](=O)C(=O)O ((S)-benzhydrylsulfinyl carboxylic acid). Reaction SMILES: C1C=CC(C([S+]([O-])CC(N)=[O:17])C2C=CC=CC=2)=CC=1.[CH:20]([S:33][C:34]([OH:36])=[O:35])([C:27]1[CH:32]=[CH:31][CH:30]=[CH:29][CH:28]=1)[C:21]1[CH:26]=[CH:25][CH:24]=[CH:23][CH:22]=1>>[CH:20]([S@@:33]([C:34]([OH:36])=[O:35])=[O:17])([C:27]1[CH:28]=[CH:29][CH:30]=[CH:31][CH:32]=1)[C:21]1[CH:26]=[CH:25][CH:24]=[CH:23][CH:22]=1. Reported procedure: In another aspect, a method of preparing an (+)-(S)-enantiomer of modafinil is disclosed. The method includes subjecting benzhydrylsulfanyl carboxylic acid to an oxidation reaction using Beauveria bassiana to obtain (S)-benzhydrylsulfinyl carboxylic acid and subjecting the (S)-benzhydrylsulfinyl carboxylic acid to an amidation reaction using Bacillus subtilis to obtain (+)-(S)-modafinil. The reactants are C(C)(=O)[O-].[Na+] (sodium acetate), P(=O)(Cl)(Cl)Cl (phosphorus oxychloride), C(Cl)(Cl)Cl (chloroform), C([O-])([O-])=O.[Na+].[Na+] (sodium carbonate), C(C)(=O)O[C@]1(C(C)=O)CC[C@H]2[C@@H]3CCC4=CC([C@H]5[C@@H]([C@]4(C)[C@H]3CC[C@]12C)C5)=O (17α-acetoxy-1α,2α-methylene-4-pregnene-3,20-dione). The solvent is COCOC (formaldehyde dimethylacetal), C(Cl)Cl (methylene chloride). Yields the product C(C)(=O)O[C@]1(C(C)=O)CC[C@H]2[C@@H]3CC(C4=CC(C[C@@H]([C@]4(C)[C@H]3CC[C@]12C)CCl)=O)=C (17α-acetoxy-1α-chloromethyl-6-methylene-4-pregnene-3,20-dione). Reaction SMILES: [C:1]([O-])(=O)C.[Na+].P(Cl)(Cl)(Cl)=O.[C:11]([O:14][C@:15]1([C@:35]2([CH3:36])[C@H:21]([C@H:22]3[C@H:32]([CH2:33][CH2:34]2)[C@:30]2([CH3:31])[C:25](=[CH:26][C:27](=[O:38])[C@@H:28]4C[C@@H:29]42)[CH2:24][CH2:23]3)[CH2:20][CH2:19]1)[C:16](=[O:18])[CH3:17])(=[O:13])[CH3:12].C(=O)([O-])[O-].[Na+].[Na+].[CH:45]([Cl:48])(Cl)Cl>COCOC.C(Cl)Cl>[C:11]([O:14][C@:15]1([C@:35]2([CH3:36])[C@H:21]([C@H:22]3[C@H:32]([CH2:33][CH2:34]2)[C@:30]2([CH3:31])[C:25](=[CH:26][C:27](=[O:38])[CH2:28][C@@H:29]2[CH2:45][Cl:48])[C:24](=[CH2:1])[CH2:23]3)[CH2:20][CH2:19]1)[C:16](=[O:18])[CH3:17])(=[O:13])[CH3:12] |f:0.1,4.5.6|. Procedure: A suspension of 9.0 g of sodium acetate in 270 ml of chloroform, 270 ml of formaldehyde dimethylacetal, and 35 ml of phosphorus oxychloride is stirred with 9.0 g of 17α-acetoxy-1α,2α-methylene-4-pregnene-3,20-dione for 5 hours at a bath temperature of 65° C. The reaction solution is neutralized with a saturated sodium carbonate solution and diluted with methylene chloride. The organic phase is separated and worked up as usual. The crude product is purified on 500 g of silica gel with a hexaneeth... Reactants: C(C)(=O)[C@@]1([C@@H](O[C@@H]([C@@]([C@@]1(O)C(C)=O)(O)C(C)=O)C(O)C(C)=O)OC=1C=C(C(=O)OC)C=CC1[N+](=O)[O-])O (METHYL 3-(2,3.4.6-TETRAACETYL-β-GALACTOSYLOXY)-4-NITROBENZOATE), CO (methanol), crude material. The solvent is C(C)N(CC)CC (Triethylamine). Yields the product [C@@H]1([C@H](O)[C@@H](O)[C@@H](O)[C@H](O1)CO)OC=1C=C(C(=O)OC)C=CC1[N+](=O)[O-] (METHYL 3-β-GALACTOSYLOXY-4-NITROBENZOATE). As a reaction SMILES: C([C@@:4]1([OH:37])[C@@:9](C(=O)C)([OH:10])[C@@:8](C(=O)C)([OH:14])[C@@H:7]([CH:18](C(=O)C)[OH:19])[O:6][C@H:5]1[O:23][C:24]1[CH:25]=[C:26]([CH:31]=[CH:32][C:33]=1[N+:34]([O-:36])=[O:35])[C:27]([O:29][CH3:30])=[O:28])(=O)C.CO>C(N(CC)CC)C>[C@@H:5]1([O:23][C:24]2[CH:25]=[C:26]([CH:31]=[CH:32][C:33]=2[N+:34]([O-:36])=[O:35])[C:27]([O:29][CH3:30])=[O:28])[O:6][C@H:7]([CH2:18][OH:19])[C@H:8]([OH:14])[C@H:9]([OH:10])[C@H:4]1[OH:37]. Reported procedure: The tetracetate IV (119 g, 0.226 mole) was added to methanol (1000 ml). The mixture was heated at 60° until the solid dissolved. Triethylamine (25 ml) was then added, and the solution was heated at 60° for an additional two hours. The crude solid product was obtained in several crops by evaporation of the solution, the final crop being taken from a 20 ml volume. The crude material was used in the next reaction without further purification. Reactants: [N+](=O)([O-])C1=C(C=O)C(=C(C(=C1)OC)OC)OC (2-nitro-4,5,6-trimethoxybenzaldehyde), ClC1=CC(=CC=C1)C(=O)OO (m-chloroperbenzoic acid), [OH-].[K+] (potassium hydroxide), CO (methanol). Run in C(Cl)(Cl)Cl (chloroform). Yields the product OC1=C(C=C(C(=C1OC)OC)OC)[N+](=O)[O-] (2-hydroxy-1-nitro-3,4,5-trimethoxybenzene). Isolated yield 71.4%. Reaction SMILES: [N+:1]([C:4]1[CH:11]=[C:10]([O:12][CH3:13])[C:9]([O:14][CH3:15])=[C:8]([O:16][CH3:17])[C:5]=1C=O)([O-:3])=[O:2].ClC1C=CC=C(C(OO)=[O:26])C=1.[OH-].[K+].CO>C(Cl)(Cl)Cl>[OH:26][C:5]1[C:8]([O:16][CH3:17])=[C:9]([O:14][CH3:15])[C:10]([O:12][CH3:13])=[CH:11][C:4]=1[N+:1]([O-:3])=[O:2] |f:2.3|. Procedure: A mixture of 2-nitro-4,5,6-trimethoxybenzaldehyde (19.3 g, 0.08 mol) and m-chloroperbenzoic acid (20.7 g, 0.12 mol) in chloroform (350 ml) was heated under reflux for 5 hours. After cooling, the reaction mixture was washed with 10% sodium bicarbonate solution and water. The solvent was removed by evaporation in vacuo and the residue was then treated with a mixture of 10% potassium hydroxide solution (potassium hydroxide 5.0 g, 0.088 mol in 50 ml of water) and methanol (150 ml) at room temperatur...